This data is from the Open Reaction Database (ORD), a public repository of structured organic reaction records. The task is: describe an organic reaction: reactants, conditions, products, and yield Yields the product CC(c1ccccn1)N(C)C. As a reaction SMILES: [C:1]([CH3:2])(=[O:3])[c:4]1[n:5][cH:6][cH:7][cH:8][cH:9]1.[CH3:11][NH:12][CH3:13].[CH3:16][OH:17].[ClH:10].[Na+:15].[OH-:14]>>[CH:1]([CH3:2])([c:4]1[n:5][cH:6][cH:7][cH:8][cH:9]1)[N:12]([CH3:11])[CH3:13]. Starting materials: CC(=O)c1ccccn1, CNC, CO, Cl, [Na+], [OH-]. The reactants are 3,5-Dimethoxy-4-(1-methyl) propyl-benzoyl chloride, COC(C1=CC(=CC(=C1)OC)O)=O (3-hydroxy-5-methoxy-benzoic acid methyl ester), C(C=CC)Br (2-butenylbromide). The product is COC(C1=CC(=CC(=C1)OC)OCC=CC)=O (3-(2-butenyloxy)-5-methoxy-benzoic acid methyl ester). As a reaction SMILES: [CH3:1][O:2][C:3](=[O:13])[C:4]1[CH:9]=[C:8]([O:10][CH3:11])[CH:7]=[C:6]([OH:12])[CH:5]=1.[CH2:14](Br)[CH:15]=[CH:16][CH3:17]>>[CH3:1][O:2][C:3](=[O:13])[C:4]1[CH:9]=[C:8]([O:10][CH3:11])[CH:7]=[C:6]([O:12][CH2:14][CH:15]=[CH:16][CH3:17])[CH:5]=1. Reported procedure: 3,5-Dimethoxy-4-(1-methyl) propyl-benzoyl chloride. Starting from 3-hydroxy-5-methoxy-benzoic acid methyl ester by reaction with 2-butenylbromide, 3-(2-butenyloxy)-5-methoxy-benzoic acid methyl ester is obtained. B.p. 156°-58°C/0.4 mmHg. By operating as described under C) the 3,5-dimethoxy-4-(3-methylpropen-3-yl)-benzoic acid is obtained. M.p. 140°-41°C (from diethyl ether/light petroleum). This compound is hydrogenated as under D) to give 3,5-dimethoxy-4-(1-methyl)propyl-benzoic acid, m.p. 125°... The reactants are NC1CCC2CN(Cc3ccccc3)CC12, CC(C)(C)C(C(=O)O)c1ccccc1, CCC(C(=O)O)c1ccccc1. Yields the product CC(C)(C)C(C(=O)NC1CCC2CN(Cc3ccccc3)CC21)c1ccccc1. As a reaction SMILES: [CH2:1]([c:2]1[cH:3][cH:4][cH:5][cH:6][cH:7]1)[N:8]1[CH2:9][CH:10]2[CH:11]([CH2:12]1)[CH:13]([NH2:16])[CH2:14][CH2:15]2.[CH3:17][C:18]([CH:19]([C:20](=[O:21])[OH:22])[c:23]1[cH:24][cH:25][cH:26][cH:27][cH:28]1)([CH3:29])[CH3:30].[c:31]1([CH:32]([CH2:33][CH3:34])[C:35]([OH:36])=[O:37])[cH:38][cH:39][cH:40][cH:41][cH:42]1>>[CH2:1]([c:2]1[cH:3][cH:4][cH:5][cH:6][cH:7]1)[N:8]1[CH2:9][CH:10]2[CH:11]([CH2:12]1)[CH:13]([NH:16][C:20]([CH:19]([C:18]([CH3:17])([CH3:29])[CH3:30])[c:23]1[cH:24][cH:25][cH:26][cH:27][cH:28]1)=[O:21])[CH2:14][CH2:15]2. The reactants are CCC(C(O)CC)=O (propioin), C(C(CCCCCCCCCC)S)S (dodecane-1,2-dithiol). Yields the product C(CCCCCCCCC)C1SC(=C(SC1)CC)CC (2-decyl-5,6-diethyl-2,3-dihydro-1,4-dithiin). Yield: 58.0%. RXN SMILES: [CH3:1][CH2:2][C:3](=O)[CH:4]([CH2:6][CH3:7])O.[CH2:9]([SH:22])[CH:10]([SH:21])[CH2:11][CH2:12][CH2:13][CH2:14][CH2:15][CH2:16][CH2:17][CH2:18][CH2:19][CH3:20]>>[CH2:11]([CH:10]1[CH2:9][S:22][C:4]([CH2:6][CH3:7])=[C:3]([CH2:2][CH3:1])[S:21]1)[CH2:12][CH2:13][CH2:14][CH2:15][CH2:16][CH2:17][CH2:18][CH2:19][CH3:20]. Procedure: The method of Example 4 was followed using propioin (4-hydroxy-3-hexanone) (8.2 g) and dodecane-1,2-dithiol (15.1 g) to give 2-decyl-5,6-diethyl-2,3-dihydro-1,4-dithiin as an undistillable oil, yield 58%. NMR, (CDCl3) 0.8-1.28 δ (overlapping triplets), 1.38 δ (broadened singlet), 2.05-2.41 δ (quartet), 2.7-3.38 (multiplet). The reactants are IC (Iodomethane), C(C)(=O)OCC (Ethyl acetate), C(C)(C)(C)OC(=O)NC(C(=O)O)CC1=CC=C(C=C1)F (2-tert-Butoxycarbonylamino-3-(4-fluorophenyl)propionic acid), [H-].[Na+] (Sodium hydride). Run in O1CCCC1 (tetrahydrofuran), O (water). Run at temperature 0 celsius, time 12 hour. Yields the product C(C)(C)(C)OC(=O)N(C)[C@@H](C(=O)O)CC1=CC=C(C=C1)F ((R)-2-(N-tert-butoxycarbonyl-N-methylamino)-3-(4-fluorophenyl)propionic acid). RXN SMILES: [C:1]([O:5][C:6]([NH:8][CH:9]([CH2:13][C:14]1[CH:19]=[CH:18][C:17]([F:20])=[CH:16][CH:15]=1)[C:10]([OH:12])=[O:11])=[O:7])([CH3:4])([CH3:3])[CH3:2].IC.[H-].[Na+].[C:25](OCC)(=O)C>O1CCCC1.O>[C:1]([O:5][C:6]([N:8]([C@H:9]([CH2:13][C:14]1[CH:19]=[CH:18][C:17]([F:20])=[CH:16][CH:15]=1)[C:10]([OH:12])=[O:11])[CH3:25])=[O:7])([CH3:4])([CH3:2])[CH3:3] |f:2.3|. Procedure: 2-tert-Butoxycarbonylamino-3-(4-fluorophenyl)propionic acid (5.0 g; 17.7 mmol) was dissolved in dry tetrahydrofuran. Iodomethane (8.8 mL; 141 mmol) was added and the reaction mixture was cooled to 0° C. Sodium hydride (2.1 g; 53.0 mmol) was slowly added and the reaction mixture was stirred for 12 hours at room temperature. Ethyl acetate (50 mL) was added and water (20 mL) was added dropwise to the reaction mixture. The ethyl acetate was removed in vacuo and the residue was diluted with diethyl e...